This data is from the Open Reaction Database (ORD), a public repository of structured organic reaction records. The task is: describe an organic reaction: reactants, conditions, products, and yield RXN SMILES: [N:1]1[CH:6]=[CH:5][CH:4]=[C:3]([CH2:7][NH:8][C:9]([C:11]2[S:15][C:14]([C:16]3[NH:17][N:18]=[CH:19][CH:20]=3)=[N:13][C:12]=2[CH3:21])=[O:10])[CH:2]=1.Br[CH2:23][C:24]1[CH:31]=[CH:30][C:27]([C:28]#[N:29])=[CH:26][CH:25]=1>>[N:1]1[CH:6]=[CH:5][CH:4]=[C:3]([CH2:7][NH:8][C:9]([C:11]2[S:15][C:14]([C:16]3[CH:20]=[CH:19][N:18]([CH2:23][C:24]4[CH:31]=[CH:30][C:27]([C:28]#[N:29])=[CH:26][CH:25]=4)[N:17]=3)=[N:13][C:12]=2[CH3:21])=[O:10])[CH:2]=1. Yields the product N1=CC(=CC=C1)CNC(=O)C1=C(N=C(S1)C1=NN(C=C1)CC1=CC=C(C=C1)C#N)C (2-[1-(4-cyano-benzyl)-1H-pyrazol-3-yl]-4-methyl-thiazole-5-carboxylic acid (pyridin-3-ylmethyl)amide). The reactants are N1=CC(=CC=C1)CNC(=O)C1=C(N=C(S1)C=1NN=CC1)C (4-methyl-2-(2H-pyrazol-3-yl)-thiazole-5-carboxylic acid (pyridin-3-ylmethyl)-amide), BrCC1=CC=C(C#N)C=C1 (4-bromomethyl-benzonitrile). Procedure: The title compound was prepared from 4-methyl-2-(2H-pyrazol-3-yl)-thiazole-5-carboxylic acid (pyridin-3-ylmethyl)-amide and 4-bromomethyl-benzonitrile as described in Example 49 and isolated as a white solid (0.065 g, 46% 1H NMR (400 CDCl3) δ 3.60 (s, 1H), 8.55-8.57 (m, 1H), 7.71 (d, J=8 Hz, 1H), 7.64 (d, J=8 Hz, 2H), 7.46 (s, 1H), 7.26-7.31 (m, 3H), 6.90 (d, J=4 Hz, 1H), 6.11-6.16 (m, 1H), 5.41 (s, 2H), 4.63 (d, J=8 Hz, 2H), 2.75 (s, 3H); MS (M+H)+=415.2; Rt=1.15 min; HRMS (M+H)+=415.14. The reactants are CC1(CCC(C=2C=C(C=CC12)C#CC1=CC=C(C(=O)OCC)C=C1)=O)C (ethyl 4-[(5,6,7,8-tetrahydro-8,8-dimethyl-5-oxonaphth-3-yl)ethynyl]benzoate), [BH4-].[Na+] (sodium borohydride), [BH4-].[Na+] (sodium borohydride). Run in C1CCOC1 (THF), C(C)O (ethanol), O (water). Reaction conditions: time 6 hour. Product: OC1C=2C=C(C=CC2C(CC1)(C)C)C#CC1=CC=C(C(=O)OCC)C=C1 (Ethyl 4-[(5,6,7,8-tetrahydro-5-hydroxy-8,8-dimethylnaphth-3-yl)ethynyl]benzoate). RXN SMILES: [BH4-].[Na+].[CH3:3][C:4]1([CH3:28])[C:13]2[CH:12]=[CH:11][C:10]([C:14]#[C:15][C:16]3[CH:26]=[CH:25][C:19]([C:20]([O:22][CH2:23][CH3:24])=[O:21])=[CH:18][CH:17]=3)=[CH:9][C:8]=2[C:7](=[O:27])[CH2:6][CH2:5]1>C1COCC1.C(O)C.O>[OH:27][CH:7]1[CH2:6][CH2:5][C:4]([CH3:3])([CH3:28])[C:13]2[CH:12]=[CH:11][C:10]([C:14]#[C:15][C:16]3[CH:17]=[CH:18][C:19]([C:20]([O:22][CH2:23][CH3:24])=[O:21])=[CH:25][CH:26]=3)=[CH:9][C:8]1=2 |f:0.1|. Procedure details: 1 g (2.88 mmol) of ethyl 4-[(5,6,7,8-tetrahydro-8,8-dimethyl-5-oxonaphth-3-yl)ethynyl]benzoate (Compound 9) was converted into the title compound using 60 mg (1.6 mmol) of sodium borohydride. The procedure was as follows: To a cold solution (0° C.) of Compound 9 in 5 ml of THF and 10 ml of ethanol was added sodium borohydride. The mixture was stirred for 6 hours, diluted with water (10 ml) and extracted with Et2O (4×40 ml). The combined organic layers were washed with 10% HCl (5 ml), 10% aqueous... Starting materials: BrC=1C=C(C=NC1)C1CC(C(N1C)=O)(Br)Br (5-bromo-3-(3,3-dibromo-1-methyl-5-pyrrolidin-2-onyl)pyridine), [BH4-].[Na+] (Sodium borohydride), [Te] (tellurium), powder, C(C)(=O)OCC (ethyl acetate). The solvent is C(C)O (ethanol). Reaction conditions: time 2 hour. Yields the product BrC=1C=C(C=NC1)C1CCC(N1C)=O (5-bromo-3-(1-methyl-5-pyrrolidin-2-onyl)pyridine). Yield: 67.9%. RXN SMILES: [BH4-].[Na+].[Te].[Br:4][C:5]1[CH:6]=[C:7]([CH:11]2[N:15]([CH3:16])[C:14](=[O:17])[C:13](Br)(Br)[CH2:12]2)[CH:8]=[N:9][CH:10]=1.C(OCC)(=O)C>C(O)C>[Br:4][C:5]1[CH:6]=[C:7]([CH:11]2[N:15]([CH3:16])[C:14](=[O:17])[CH2:13][CH2:12]2)[CH:8]=[N:9][CH:10]=1 |f:0.1,^3:2|. Reported procedure: Sodium borohydride (862 mg, 22.8 mmol) was dissolved in ethanol (20 mL) and tellurium metal powder (1.45 g, 11.4 mmol) was added in portions. The mixture was heated under reflux for 0.25 h and 5-bromo-3-(3,3-dibromo-1-methyl-5-pyrrolidin-2-onyl)pyridine (775 mg, 1.9 mmol) was added to the solution at 25° C. After stirring for 2 h, ethyl acetate (50 mL) was added and the solution was filtered through Celite and concentrated in vacuo. 1M HCl (10 mL) was added to the residue and the solution was ad... Starting materials: C1(CCCCC1)C(O)C=1C(=NN(C1)C1=NC=C(C=C1)C(F)(F)F)C(C)(C)C (cyclohexyl{3-tert-butyl-1-[5-(trifluoromethyl)pyridin-2-yl]-1H-pyrazol-4-yl}methanol), NC1=CC=C(C=C1)C(=O)NCCC(=O)OCC (ethyl 3-{[(4-aminophenyl)carbonyl]amino}propanoate). The product is C(C)(C)(C)C1=NN(C=C1C(C1CCCCC1)NC1=CC=C(C=C1)C(=O)NCCC(=O)O)C1=NC=C(C=C1)C(F)(F)F (3-{[(4-{[{3-tert-butyl-1-[5-(trifluoromethyl)pyridin-2-yl]-1H-pyrazol-4-yl}(cyclohexyl)methyl]amino}phenyl)carbonyl]amino}propanoic acid). The yield is 15.5%. Reaction SMILES: [CH:1]1([CH:7]([C:9]2[C:10]([C:24]([CH3:27])([CH3:26])[CH3:25])=[N:11][N:12]([C:14]3[CH:19]=[CH:18][C:17]([C:20]([F:23])([F:22])[F:21])=[CH:16][N:15]=3)[CH:13]=2)O)[CH2:6][CH2:5][CH2:4][CH2:3][CH2:2]1.[NH2:28][C:29]1[CH:34]=[CH:33][C:32]([C:35]([NH:37][CH2:38][CH2:39][C:40]([O:42]CC)=[O:41])=[O:36])=[CH:31][CH:30]=1>>[C:24]([C:10]1[C:9]([CH:7]([NH:28][C:29]2[CH:30]=[CH:31][C:32]([C:35]([NH:37][CH2:38][CH2:39][C:40]([OH:42])=[O:41])=[O:36])=[CH:33][CH:34]=2)[CH:1]2[CH2:6][CH2:5][CH2:4][CH2:3][CH2:2]2)=[CH:13][N:12]([C:14]2[CH:19]=[CH:18][C:17]([C:20]([F:23])([F:21])[F:22])=[CH:16][N:15]=2)[N:11]=1)([CH3:25])([CH3:26])[CH3:27]. Reported procedure: Using cyclohexyl{3-tert-butyl-1-[5-(trifluoromethyl)pyridin-2-yl]-1H-pyrazol-4-yl}methanol (0.53 g) synthesized above and ethyl 3-{[(4-aminophenyl)carbonyl]amino}propanoate (0.32 g) synthesized in Example 1(2) and in the same manner as in Example 1(7), the title object compound (0.12 g, 15%) was obtained as a white solid. Reactants: [BH4-], CC(C)[O-], CC(C)[O-], CC(C)[O-], CC(C)[O-], CO, CCOC(C)=O, O=CC1CCC(NC(=O)c2cc(C(F)(F)F)ccc2Cl)CC1, Nc1nocc1-c1ccc(Cl)cc1, [Na+], [Na+], [OH-], [Ti+4]. Product: O=C(NC1CCC(CNc2nocc2-c2ccc(Cl)cc2)CC1)c1cc(C(F)(F)F)ccc1Cl. Reaction SMILES: [BH4-:36].[CH3:40][CH:41]([CH3:42])[O-:43].[CH3:45][CH:46]([CH3:47])[O-:48].[CH3:49][CH:50]([CH3:51])[O-:52].[CH3:53][CH:54]([CH3:55])[O-:56].[CH3:57][OH:58].[CH3:59][CH2:60][O:61][C:62](=[O:63])[CH3:64].[Cl:1][c:2]1[c:3]([C:4](=[O:5])[NH:6][CH:7]2[CH2:8][CH2:9][CH:10]([CH:13]=[O:14])[CH2:11][CH2:12]2)[cH:15][c:16]([C:19]([F:20])([F:21])[F:22])[cH:17][cH:18]1.[Cl:23][c:24]1[cH:25][cH:26][c:27](-[c:30]2[c:31]([NH2:35])[n:32][o:33][cH:34]2)[cH:28][cH:29]1.[Na+:37].[Na+:39].[OH-:38].[Ti+4:44]>>[Cl:1][c:2]1[c:3]([C:4](=[O:5])[NH:6][CH:7]2[CH2:8][CH2:9][CH:10]([CH2:13][NH:35][c:31]3[c:30](-[c:27]4[cH:26][cH:25][c:24]([Cl:23])[cH:29][cH:28]4)[cH:34][o:33][n:32]3)[CH2:11][CH2:12]2)[cH:15][c:16]([C:19]([F:20])([F:21])[F:22])[cH:17][cH:18]1.